describe an organic reaction: reactants, conditions, products, and yield From a dataset of the Open Reaction Database (ORD), a public repository of structured organic reaction records. Starting materials: C(C1=CC=CC=C1)C#N (benzyl cyanide), [N+](=[N-])=CC(=O)OCC (ethyl diazoacetate). Product: C(C)OC(=O)C=1NN=C(C1N)C1=CC=CC=C1 (4-Amino-5-phenyl-2H-pyrazole-3-carboxylic acid ethyl ester). As a reaction SMILES: [CH2:1]([C:8]#[N:9])[C:2]1[CH:7]=[CH:6][CH:5]=[CH:4][CH:3]=1.[N+:10](=[CH:12][C:13]([O:15][CH2:16][CH3:17])=[O:14])=[N-:11]>>[CH2:16]([O:15][C:13]([C:12]1[NH:10][N:11]=[C:1]([C:2]2[CH:7]=[CH:6][CH:5]=[CH:4][CH:3]=2)[C:8]=1[NH2:9])=[O:14])[CH3:17]. Procedure details: 4-Amino-5-phenyl-2H-pyrazole-3-carboxylic acid ethyl ester is prepared from benzyl cyanide and ethyl diazoacetate, using the condition described in Rochais, C.; Lisowski, V.; Dellemagne, P.; Rault, S. Tetrahedron Lett. 2004, 45, 6353. HPLC-MS calculated for C12H13N3O2 (M+H+) 232.1. Found: 232.2.